Dataset: the Open Reaction Database (ORD), a public repository of structured organic reaction records. Task: describe an organic reaction: reactants, conditions, products, and yield The reactants are BrC1=C(CC(OC1=O)(C1=CC=CC=C1)CCCCC(=O)O)O (5-[5-bromo-3,6-dihydro-4-hydroxy-6-oxo-2-phenyl-2H-pyran-2-yl]pentanoic acid), C(C)(C)C1=C(C=CC=C1)S (2-isopropylbenzenethiol), N1CCCCC1 (piperidine). The solvent is ClCCl (dichloromethane). Yields the product OC=1CC(OC(C1SC1=C(C=CC=C1)C(C)C)=O)(C1=CC=CC=C1)CCCCC(=O)O (5-[3,6-Dihydro-4-hydroxy-5-(2-isopropylphenylthio)-6-oxo-2-phenyl-2H-pyran-2-yl]pentanoic acid). As a reaction SMILES: Br[C:2]1[C:7](=[O:8])[O:6][C:5]([CH2:15][CH2:16][CH2:17][CH2:18][C:19]([OH:21])=[O:20])([C:9]2[CH:14]=[CH:13][CH:12]=[CH:11][CH:10]=2)[CH2:4][C:3]=1[OH:22].[CH:23]([C:26]1[CH:31]=[CH:30][CH:29]=[CH:28][C:27]=1[SH:32])([CH3:25])[CH3:24].N1CCCCC1>ClCCl>[OH:22][C:3]1[CH2:4][C:5]([CH2:15][CH2:16][CH2:17][CH2:18][C:19]([OH:21])=[O:20])([C:9]2[CH:14]=[CH:13][CH:12]=[CH:11][CH:10]=2)[O:6][C:7](=[O:8])[C:2]=1[S:32][C:27]1[CH:28]=[CH:29][CH:30]=[CH:31][C:26]=1[CH:23]([CH3:25])[CH3:24]. Reported procedure: The title compound was prepared as described in General Method 6 from 1.1 mmol of 5-[5-bromo-3,6-dihydro-4-hydroxy-6-oxo-2-phenyl-2H-pyran-2-yl]pentanoic acid (prepared in example DDD), 1.3 mmol of 2-isopropylbenzenethiol, and 1.3 mmol of piperidine in 20 mL of dichloromethane. The crude product was chromatographed on silica gel, eluting first with 5% methanol in chloroform and then with 9:1:0.5 chloroform:methanol:acetic acid, to give the title compound, (m.p. 145°-146° C.). 1H NMR (DMSO-d6) δ ... The product is C(C)C1=C2CCCCC2=CC2=C1OC(=CC2=O)C(=O)O (10-Ethyl-6,7,8,9-tetrahydro-4-oxo-4H-naphtho[2,3-b]pyran-2-carboxylic acid). Run in O (water). RXN SMILES: [CH2:1]([C:3]1[C:12]2[O:13][C:14]([C:18]([O:20]C)=[O:19])=[CH:15][C:16](=[O:17])[C:11]=2[CH:10]=[C:9]2[C:4]=1[CH2:5][CH2:6][CH2:7][CH2:8]2)[CH3:2].C(=O)(O)[O-].[Na+]>O>[CH2:1]([C:3]1[C:12]2[O:13][C:14]([C:18]([OH:20])=[O:19])=[CH:15][C:16](=[O:17])[C:11]=2[CH:10]=[C:9]2[C:4]=1[CH2:5][CH2:6][CH2:7][CH2:8]2)[CH3:2] |f:1.2|. The yield is 84.1%. Reactants: C(C)C1=C2CCCCC2=CC2=C1OC(=CC2=O)C(=O)OC (Methyl 10-ethyl-6,7,8,9-tetrahydro-4-oxo-4H-naphtho[2,3-b]pyran-2-carboxylate), C([O-])(O)=O.[Na+] (sodium bicarbonate). Procedure details: A mixture of the product of step (b) (3.0 g) and sodium bicarbonate (3.0 g) in water (100 ml) was heated at reflux for 3 hours. The solution was cooled and acidified and the resulting white solid was filtered and dried to give the title compound 2.4 g (84%), mp 269°-271°. Reactants: C(C1=CC=CC=C1)N1C2CCC1C1CCC2N1C(C1=CC=C(C(=O)N(CC)CC)C=C1)C1=CC(=CC=C1)OC (4-[(10-benzyl-9,10-diazatricyclo-[4.2.1.12,5]dec-9-yl)-(3-methoxyphenyl)methyl]-N,N-diethylbenzamide), C(C1=CC=CC=C1)N1C2CCC3N(C2CCC13)C(C1=CC=C(C(=O)N(CC)CC)C=C1)C1=CC(=CC=C1)OC (4-[(7-benzyl-2,7-diazatricyclo[4.4.0.03,8]dec-2-yl)-(3-methoxyphenyl)methyl]-N,N-diethylbenzamide). Product: C12N(C3CCC2NC3CC1)C(C1=CC=C(C(=O)N(CC)CC)C=C1)C1=CC(=CC=C1)OC (4-[(2,7-diazatricyclo[4.4.0.03,8]dec-2-yl)-(3-methoxyphenyl)methyl]-N,N-diethylbenzamide). Isolated yield 90.0%. Reaction SMILES: C([N:8]1[CH:12]2[CH:13]3[N:17]([CH:18]([C:32]4[CH:37]=[CH:36][CH:35]=[C:34]([O:38][CH3:39])[CH:33]=4)[C:19]4[CH:31]=[CH:30][C:22]([C:23]([N:25]([CH2:28][CH3:29])[CH2:26][CH3:27])=[O:24])=[CH:21][CH:20]=4)[CH:16]([CH:9]1[CH2:10][CH2:11]2)[CH2:15][CH2:14]3)C1C=CC=CC=1.C(N1C2C3N(C(C4C=CC=C(OC)C=4)C4C=CC(C(N(CC)CC)=O)=CC=4)C(CC2)C1CC3)C1C=CC=CC=1>>[CH:13]12[CH2:11][CH2:10][CH:9]3[CH:16]([CH2:15][CH2:14][CH:12]1[NH:8]3)[N:17]2[CH:18]([C:32]1[CH:37]=[CH:36][CH:35]=[C:34]([O:38][CH3:39])[CH:33]=1)[C:19]1[CH:31]=[CH:30][C:22]([C:23]([N:25]([CH2:26][CH3:27])[CH2:28][CH3:29])=[O:24])=[CH:21][CH:20]=1. Procedure details: The same procedure of Example 5.1 was repeated, but using instead of the compound prepared in Example 4.1 the compound 4-[(7-benzyl-2,7-diazatricyclo[4.4.0.03,8]dec-2-yl)-(3-methoxy-phenyl)methyl]-N,N-diethyl benzamide of Example 4.5. The compound 4-[(2,7-diazatricyclo[4.4.0.03,8]dec-2-yl)-(3-methoxyphenyl)methyl]-N,N-diethylbenzamide was obtained. Yield: 90%. IR (nujol) (λ=cm−1) 1670 (C═O), 3100 (NH); 1H-NMR (CDCl3) δ 1.00-1.40 (m, 6H); 1.90-2.50 (m, 10H); 2.90-3.00 (m, 2H); 3.10-3.30 (m, 2H); ... Yields the product ClC=1C=CC2=C(C(=NCC=3N2C=CC(N3)=O)C3=C(C=CC=C3)Br)C1 (9-chloro-7-(o-bromophenyl)pyrimido[1,2-a][1,4]benzodiazepin-3(5H)-one). Solvent: C(C)O (ethanol). Procedure details: In the manner given in Example 1, 2-amino-7-chloro-5-(o-bromophenyl)-3H-1,4-benzodiazepine, ethyl propiolate, and ethanol were refluxed. The mixture was chromatographed to give 9-chloro-7-(o-bromophenyl)pyrimido[1,2-a][1,4]benzodiazepin-3(5H)-one. As a reaction SMILES: [NH2:1][C:2]1[CH2:8][N:7]=[C:6]([C:9]2[CH:14]=[CH:13][CH:12]=[CH:11][C:10]=2[Br:15])[C:5]2[CH:16]=[C:17]([Cl:20])[CH:18]=[CH:19][C:4]=2[N:3]=1.[C:21](OCC)(=[O:24])[C:22]#[CH:23]>C(O)C>[Cl:20][C:17]1[CH:18]=[CH:19][C:4]2[N:3]3[CH:23]=[CH:22][C:21](=[O:24])[N:1]=[C:2]3[CH2:8][N:7]=[C:6]([C:9]3[CH:14]=[CH:13][CH:12]=[CH:11][C:10]=3[Br:15])[C:5]=2[CH:16]=1. Reactants: NC1=NC2=C(C(=NC1)C1=C(C=CC=C1)Br)C=C(C=C2)Cl (2-amino-7-chloro-5-(o-bromophenyl)-3H-1,4-benzodiazepine), C(C#C)(=O)OCC (ethyl propiolate). Reactants: COc1nc(C#N)cnc1NCC1CCNCC1, O=C(OCc1ccccc1)ON1C(=O)CCC1=O. Yields the product COc1nc(C#N)cnc1NCC1CCN(C(=O)OCc2ccccc2)CC1. Reaction SMILES: [C:1](#[N:2])[c:3]1[n:4][c:5]([O:17][CH3:18])[c:6]([NH:9][CH2:10][CH:11]2[CH2:12][CH2:13][NH:14][CH2:15][CH2:16]2)[n:7][cH:8]1.[CH2:19]([c:20]1[cH:21][cH:22][cH:23][cH:24][cH:25]1)[O:26][C:27](=[O:28])[O:29][N:30]1[C:31](=[O:32])[CH2:33][CH2:34][C:35]1=[O:36]>>[C:1](#[N:2])[c:3]1[n:4][c:5]([O:17][CH3:18])[c:6]([NH:9][CH2:10][CH:11]2[CH2:12][CH2:13][N:14]([C:27]([O:26][CH2:19][c:20]3[cH:21][cH:22][cH:23][cH:24][cH:25]3)=[O:28])[CH2:15][CH2:16]2)[n:7][cH:8]1. Reactants: C1(CCCC1)N1[C@H](C(=O)OC)CCC1=O (Methyl 1-cyclopentyl-5-oxoprolinate), [OH-].[Na+] (sodium hydroxide). Run in C(C)O (ethanol). Reaction conditions: temperature 0 celsius, time 4 hour. Product: C1(CCCC1)N1[C@H](C(=O)O)CCC1=O (1-cyclopentyl-5-oxoproline). As a reaction SMILES: [CH:1]1([N:6]2[C:14](=[O:15])[CH2:13][CH2:12][C@H:7]2[C:8]([O:10]C)=[O:9])[CH2:5][CH2:4][CH2:3][CH2:2]1.[OH-].[Na+]>C(O)C>[CH:1]1([N:6]2[C:14](=[O:15])[CH2:13][CH2:12][C@H:7]2[C:8]([OH:10])=[O:9])[CH2:2][CH2:3][CH2:4][CH2:5]1 |f:1.2|. Procedure: Methyl 1-cyclopentyl-5-oxoprolinate (0.560 g, 2.65 mmol) was dissolved in ethanol (10 ml) and cooled to 0° C. in an ice-bath. 2M aqueous sodium hydroxide (5 ml) was added and the mixture was stirred at ice temperature for 4 hrs. The ethanol was then evaporated under vacuum and the aqueous residue was acidified to pH1 by the addition of 2N aqueous hydrogen chloride. The volume of resulting aqueous mixture was reduced under vacuum to ˜3 ml and this was then extracted with a 3:1 mixture of chlorofo... Reactants: ClC1=CC2=C(C(OC(N2)=O)(C)C)C=C1O (7-chloro-6-hydroxy-4,4-dimethyl-4H-3,1-benzoxazin-2-one), ClC=1C=C(C=CC1Cl)S(=O)CCCCBr (4-(3,4-dichloro-phenylsulfinyl)-butylbromide). Product: ClC1=CC2=C(C(OC(N2)=O)(C)C)C=C1OCCCCS(=O)C1=CC(=C(C=C1)Cl)Cl (7-Chloro-6-[4-(3,4-dichloro-phenylsulfinyl)-butoxy]-4,4-dimethyl-4H-3,1-benzoxazin-2-one). Reaction SMILES: [Cl:1][C:2]1[C:14]([OH:15])=[CH:13][C:5]2[C:6]([CH3:12])([CH3:11])[O:7][C:8](=[O:10])[NH:9][C:4]=2[CH:3]=1.[Cl:16][C:17]1[CH:18]=[C:19]([S:24]([CH2:26][CH2:27][CH2:28][CH2:29]Br)=[O:25])[CH:20]=[CH:21][C:22]=1[Cl:23]>>[Cl:1][C:2]1[C:14]([O:15][CH2:29][CH2:28][CH2:27][CH2:26][S:24]([C:19]2[CH:20]=[CH:21][C:22]([Cl:23])=[C:17]([Cl:16])[CH:18]=2)=[O:25])=[CH:13][C:5]2[C:6]([CH3:12])([CH3:11])[O:7][C:8](=[O:10])[NH:9][C:4]=2[CH:3]=1. Procedure details: Prepared analogously to Example 4 from 7-chloro-6-hydroxy-4,4-dimethyl-4H-3,1-benzoxazin-2-one and 4-(3,4-dichloro-phenylsulfinyl)-butylbromide. Reactants: O=C1N(C(C=C1)=O)CCCCCC(=O)N1[C@@H](CCC1)C(=O)N1[C@@H](CCC1)C(=O)OC(C)(C)C ((S)-tert-butyl 1-((S)-1-(6-(2,5-dioxo-2,5-dihydro-1H-pyrrol-1-yl)hexanoyl)pyrrolidine-2-carbonyl)pyrrolidine-2-carboxylate), FC(C(=O)O)(F)F (trifluoroacetic acid). The solvent is ClCCl (dichloromethane). Run at time 40 minute. Yields the product O=C1N(C(C=C1)=O)CCCCCC(=O)N1[C@@H](CCC1)C(=O)N1[C@@H](CCC1)C(=O)O ((S)-1-((S)-1-(6-(2,5-dioxo-2,5-dihydro-1H-pyrrol-1-yl)hexanoyl)pyrrolidine-2-carbonyl)pyrrolidine-2-carboxylic acid). Isolated yield 100.0%. RXN SMILES: [O:1]=[C:2]1[CH:6]=[CH:5][C:4](=[O:7])[N:3]1[CH2:8][CH2:9][CH2:10][CH2:11][CH2:12][C:13]([N:15]1[CH2:19][CH2:18][CH2:17][C@H:16]1[C:20]([N:22]1[CH2:26][CH2:25][CH2:24][C@H:23]1[C:27]([O:29]C(C)(C)C)=[O:28])=[O:21])=[O:14].FC(F)(F)C(O)=O>ClCCl>[O:7]=[C:4]1[CH:5]=[CH:6][C:2](=[O:1])[N:3]1[CH2:8][CH2:9][CH2:10][CH2:11][CH2:12][C:13]([N:15]1[CH2:19][CH2:18][CH2:17][C@H:16]1[C:20]([N:22]1[CH2:26][CH2:25][CH2:24][C@H:23]1[C:27]([OH:29])=[O:28])=[O:21])=[O:14]. Procedure: To a mixture of the tert-butyl ester 77 in dichloromethane (4 mL) was added trifluoroacetic acid (4 mL). After 40 min the reaction was determined to be complete by HPLC analysis. The mixture was concentrated under reduced pressure and the resulting residue was dissolved in dichloromethane and concentrated a second time to give 37 mg (100%) of 78 as a white solid: 1H-NMR (400 MHz, CDCl3) δ 6.68 (s, 2H), 4.62 (m, 2H), 3.81 (m, 1H), 3.70 (m, 1H), 3.57 (m, 2H), 3.45 (m, 2H), 2.40-1.91 (m, 10H), 1.70... Reactants: ClC1=CC=C(C=C1)C1(C(CCC2=C1C=C(S2)C2=CC=NC=C2)(C)C)O (4-(4-chlorophenyl)-5,5-dimethyl-2-pyridin-4-yl-4,5,6,7-tetrahydro-1-benzothiophene-4-ol), FC(C(=O)O)(F)F (trifluoroacetic acid), C(C)[SiH](CC)CC (triethylsilane). The solvent is ClCCCl (1,2-dichloroethane). Reaction conditions: temperature 90 celsius, time 16 hour. The product is ClC1=CC=C(C=C1)C1C(CCC2=C1C=C(S2)C2=CC=NC=C2)(C)C (4-[4-(4-chlorophenyl)-5,5-dimethyl-4,5,6,7-tetrahydro-1-benzothien-2-yl]pyridine). RXN SMILES: [Cl:1][C:2]1[CH:7]=[CH:6][C:5]([C:8]2(O)[C:13]3[CH:14]=[C:15]([C:17]4[CH:22]=[CH:21][N:20]=[CH:19][CH:18]=4)[S:16][C:12]=3[CH2:11][CH2:10][C:9]2([CH3:24])[CH3:23])=[CH:4][CH:3]=1.FC(F)(F)C(O)=O.C([SiH](CC)CC)C>ClCCCl>[Cl:1][C:2]1[CH:7]=[CH:6][C:5]([CH:8]2[C:13]3[CH:14]=[C:15]([C:17]4[CH:18]=[CH:19][N:20]=[CH:21][CH:22]=4)[S:16][C:12]=3[CH2:11][CH2:10][C:9]2([CH3:24])[CH3:23])=[CH:4][CH:3]=1. Procedure details: 4-(4-chlorophenyl)-5,5-dimethyl-2-pyridin-4-yl-4,5,6,7-tetrahydro-1-benzothiophene-4-ol (240 mg, 0.65 mmol) was placed in a 100 mL round bottomed flask and dissolved in 1,2-dichloroethane (10 mL). To the solution were added trifluoroacetic acid (1 mL, 10 mmol) and triethylsilane (1 mL, 6 mmol). The resulting yellow solution was stirred for 16 hr at 90° C. The mixture was allowed to cool to rt and then concentrated under reduced pressure. The residue was diluted with EtOAc (50 mL) and the resulti...